This data is from the Open Reaction Database (ORD), a public repository of structured organic reaction records. The task is: describe an organic reaction: reactants, conditions, products, and yield Starting materials: COC(=O)CSC1=C(OCC(=O)OC)C=CC(=C1)C (Methyl 2-methoxycarbonylmethylthio-4-methylphenoxyacetate), C[O-].[Na+] (sodium methoxide). Yields the product CC=1C=CC2=C(SC(C(CO2)=O)C(=O)OC)C1 (methyl 7-methyl-3-oxo-3,4-dihydro-2H-1,5-benzoxathiepin-4-carboxylate). The yield is 73.4%. As a reaction SMILES: [CH3:1][O:2][C:3]([CH2:5][S:6][C:7]1[CH:18]=[C:17]([CH3:19])[CH:16]=[CH:15][C:8]=1[O:9][CH2:10][C:11](OC)=[O:12])=[O:4].C[O-].[Na+]>>[CH3:19][C:17]1[CH:16]=[CH:15][C:8]2[O:9][CH2:10][C:11](=[O:12])[CH:5]([C:3]([O:2][CH3:1])=[O:4])[S:6][C:7]=2[CH:18]=1 |f:1.2|. Procedure details: Methyl 2-methoxycarbonylmethylthio-4-methylphenoxyacetate (8.9 g) is treated with sodium methoxide in the same manner as described in Reference Example 2 to give methyl 7-methyl-3-oxo-3,4-dihydro-2H-1,5-benzoxathiepin-4-carboxylate (5.8 g) as a colorless oil. Starting materials: O[C@@H]1C([C@@H]2CC[C@]3([C@@]4(CC[C@@]5([C@@H]([C@H]4CC[C@@H]3[C@]2(CC1)C)[C@@H](CC5)C(=C)C)C(=O)NCCC5CC(OC(O5)(C)C)CC(=O)OC(C)(C)C)C)C)(C)C (tert-butyl 2-(6-(2-((1R,3aS,5aR,5bR,7aR,9S,11aR,11bR,13aR,13bR)-9-hydroxy-5a,5b,8,8,11a-pentamethyl-1-(prop-1-en-2-yl)icosahydro-1H-cyclopenta[a]chrysene-3a-carboxamido)ethyl)-2,2-dimethyl-1,3-dioxan-4-yl)acetate), CC1=C(C(=NC=C1)N)C (dimethyl amino pyridine), CC1(C(OC(C1)=O)=O)C (3,3-dimethyldihydrofuran-2,5-dione). Solvent: N1=CC=CC=C1 (pyridine), C(C)(=O)OCC (ethyl acetate). The product is C(C)(C)(C)OC(CC1CC(OC(O1)(C)C)CCNC(=O)[C@]12[C@@H]([C@H]3CC[C@@H]4[C@]5(CC[C@@H](C([C@@H]5CC[C@]4([C@@]3(CC1)C)C)(C)C)OC(CC(C(=O)O)(C)C)=O)C)[C@@H](CC2)C(=C)C)=O (4-((1R,3aS,5aR,5bR,7aR,9S,11aR,11bR,13aR,13bR)-3a-(2-(6-(2-tert-butoxy-2-oxoethyl)-2,2-dimethyl-1,3-dioxan-4-yl)ethylcarbamoyl)-5a,5b,8,8,11a-pentamethyl-1-(prop-1-en-2-yl)icosahydro-1H-cyclopenta[a]chrysen-9-yloxy)-2,2-dimethyl-4-oxobutanoic acid). As a reaction SMILES: [OH:1][C@H:2]1[CH2:19][CH2:18][C@@:17]2([CH3:20])[C@@H:4]([CH2:5][CH2:6][C@:7]3([CH3:49])[C@@H:16]2[CH2:15][CH2:14][C@H:13]2[C@@:8]3([CH3:48])[CH2:9][CH2:10][C@@:11]3([C:27]([NH:29][CH2:30][CH2:31][CH:32]4[O:37][C:36]([CH3:39])([CH3:38])[O:35][CH:34]([CH2:40][C:41]([O:43][C:44]([CH3:47])([CH3:46])[CH3:45])=[O:42])[CH2:33]4)=[O:28])[CH2:23][CH2:22][C@@H:21]([C:24]([CH3:26])=[CH2:25])[C@@H:12]32)[C:3]1([CH3:51])[CH3:50].CC1C=CN=C(N)C=1C.[CH3:61][C:62]1([CH3:69])[CH2:66][C:65](=[O:67])[O:64][C:63]1=[O:68]>N1C=CC=CC=1.C(OCC)(=O)C>[C:44]([O:43][C:41](=[O:42])[CH2:40][CH:34]1[O:35][C:36]([CH3:38])([CH3:39])[O:37][CH:32]([CH2:31][CH2:30][NH:29][C:27]([C@:11]23[CH2:23][CH2:22][C@@H:21]([C:24]([CH3:26])=[CH2:25])[C@@H:12]2[C@@H:13]2[C@@:8]([CH3:48])([CH2:9][CH2:10]3)[C@@:7]3([CH3:49])[C@@H:16]([C@:17]4([CH3:20])[C@@H:4]([CH2:5][CH2:6]3)[C:3]([CH3:51])([CH3:50])[C@@H:2]([O:1][C:65](=[O:67])[CH2:66][C:62]([CH3:69])([CH3:61])[C:63]([OH:68])=[O:64])[CH2:19][CH2:18]4)[CH2:15][CH2:14]2)=[O:28])[CH2:33]1)([CH3:47])([CH3:46])[CH3:45]. Procedure: To a stirred solution of tert-butyl 2-(6-(2-((1R,3aS,5aR,5bR,7aR,9S,11aR,11bR,13aR,13bR)-9-hydroxy-5a,5b,8,8,11a-pentamethyl-1-(prop-1-en-2-yl)icosahydro-1H-cyclopenta[a]chrysene-3a-carboxamido)ethyl)-2,2-dimethyl-1,3-dioxan-4-yl)acetate (Example 79, 0.5 g, 0.80 mmol) in pyridine (5 ml), dimethyl amino pyridine (0.2 g, 1.6 mmol) and 3,3-dimethyldihydrofuran-2,5-dione (0.82 ml) were added. Contents were refluxed for about 16 hours. After completion of the reaction, the reaction mixture was dilute... Reactants: ClC=1C(=NC(=NC1)Cl)Cl (5-chloro-2,4-dichloropyrimidine), NC[C@@H]1CC[C@H](CC1)NC(OC(C)(C)C)=O (tert-butyl trans-4-aminomethylcyclohexylcarbamate), CCN(C(C)C)C(C)C (DIPEA). The solvent is CCO (EtOH). Run at temperature 40 celsius. Product: C(C)(C)(C)OC(NC1CCC(CC1)CNC1=NC(=NC=C1Cl)Cl)=O ({4-[(2,5-dichloro-pyrimidin-4-ylamino)-methyl]-cyclohexyl}-carbamic acid tert-butyl ester). Yield: 98.6%. Reaction SMILES: [Cl:1][C:2]1[C:3](Cl)=[N:4][C:5]([Cl:8])=[N:6][CH:7]=1.[NH2:10][CH2:11][C@H:12]1[CH2:17][CH2:16][C@H:15]([NH:18][C:19](=[O:25])[O:20][C:21]([CH3:24])([CH3:23])[CH3:22])[CH2:14][CH2:13]1.CCN(C(C)C)C(C)C>CCO>[C:21]([O:20][C:19](=[O:25])[NH:18][CH:15]1[CH2:14][CH2:13][CH:12]([CH2:11][NH:10][C:3]2[C:2]([Cl:1])=[CH:7][N:6]=[C:5]([Cl:8])[N:4]=2)[CH2:17][CH2:16]1)([CH3:24])([CH3:22])[CH3:23]. Procedure details: To a solution of the above 5-chloro-2,4-dichloropyrimidine (73 mg, 0.4 mmol) in EtOH (2 mL) were added tert-butyl trans-4-aminomethylcyclohexylcarbamate (100 mg, 0.44 mmol) and DIPEA (77 μL, 0.44 mmol). The reaction mixture was heated at 40° C. for 1 h. The reaction mixture was concentrated in vacuo and the resulting residue was diluted with EtOAc. The solution was washed with brine. The aqueous layer was re-extracted with EtOAc (×2). The combined organic phase was dried over anhydrous Na2SO4 an...